Dataset: the Open Reaction Database (ORD), a public repository of structured organic reaction records. Task: describe an organic reaction: reactants, conditions, products, and yield The reactants are C(=O)(OC)CCC\C=C\1/C[C@H]2C[C@H]([C@@H]([C@H]2C1)CCC(C(CCCC)F)O)OC1OCCCC1 ((1S,2R,3R,5S)-7(E)-(4-carbomethoxybutylidene)-2-[4(RS)-fluoro-3(RS)-hydroxy-octyl]-3-tetrahydropyranyloxybicyclo[3.3.0]octane). Run in CO (methanol), [OH-].[Na+] (sodium hydroxide). Reaction conditions: time 4 hour. Yields the product crude product, C(=O)(O)CCC\C=C\1/C[C@H]2C[C@H]([C@@H]([C@H]2C1)CCC(C(CCCC)F)O)OC1OCCCC1 ((1S,2R,3R,5S)-7(E)-(4-Carboxybutylidene)-2-[4(RS)-fluoro-3(RS)-hydroxyoctyl]-3-tetrahydropyranyloxybicyclo[3.3.0]octane). As a reaction SMILES: [C:1]([CH2:5][CH2:6][CH2:7]/[CH:8]=[C:9]1\[CH2:10][C@@H:11]2[C@H:15]([CH2:16]\1)[C@@H:14]([CH2:17][CH2:18][CH:19]([OH:26])[CH:20]([F:25])[CH2:21][CH2:22][CH2:23][CH3:24])[C@H:13]([O:27][CH:28]1[CH2:33][CH2:32][CH2:31][CH2:30][O:29]1)[CH2:12]2)([O:3]C)=[O:2]>CO.[OH-].[Na+]>[C:1]([CH2:5][CH2:6][CH2:7]/[CH:8]=[C:9]1\[CH2:10][C@@H:11]2[C@H:15]([CH2:16]\1)[C@@H:14]([CH2:17][CH2:18][CH:19]([OH:26])[CH:20]([F:25])[CH2:21][CH2:22][CH2:23][CH3:24])[C@H:13]([O:27][CH:28]1[CH2:33][CH2:32][CH2:31][CH2:30][O:29]1)[CH2:12]2)([OH:3])=[O:2] |f:2.3|. Procedure: (1S,2R,3R,5S)-7(E)-(4-Carbomethoxybutylidene)-2-[4(RS)-fluoro-3(RS)-hydroxy-octyl]-3-tetrahydropyranyloxybicyclo[3.3.0]octane (12) (0.185 g) was dissolved in methanol, to which an aqueous solution of 1N sodium hydroxide (6.5 ml) was added. The mixture was stirred at room temperature for 4 hours. After a usual work-up a crude product (1S,2R,3R,5S)-7(E)-(4-carboxybutylidene)-2-[4(RS)-fluoro-3(RS)-hydroxyoctyl]-3-tetrahydropyranyloxybicyclo[3.3.0]octane (13) was obtained. Yield: 0.184 g Starting materials: COC1=CC=C(CN(C2=NC=C(C=N2)C=2C3=C(N=C(N2)N2CCOCC2)NCC3)CC3=CC=C(C=C3)OC)C=C1 (bis-(4-methoxy-benzyl)-[5-(2-morpholin-4-yl-6,7-dihydro-5H-pyrrolo[2,3-d]pyrimidin-4-yl)-pyrimidin-2-yl]-amine), BrC1=CC=C(C=C1)S(=O)(=O)N1CCOCC1 (4-(4-bromo-benzenesulfonyl)-morpholine). Yields the product COC1=CC=C(CN(C2=NC=C(C=N2)C=2C3=C(N=C(N2)N2CCOCC2)N(CC3)C3=CC=C(C=C3)S(=O)(=O)N3CCOCC3)CC3=CC=C(C=C3)OC)C=C1 (bis-(4-methoxy-benzyl)-(5-{7-[4-(morpholine-4-sulfonyl)-phenyl]-2-morpholin-4-yl-6,7-dihydro-5H-pyrrolo[2,3-d]pyrimidin-4-yl}-pyrimidin-2-yl)-amine). RXN SMILES: [CH3:1][O:2][C:3]1[CH:40]=[CH:39][C:6]([CH2:7][N:8]([CH2:30][C:31]2[CH:36]=[CH:35][C:34]([O:37][CH3:38])=[CH:33][CH:32]=2)[C:9]2[N:14]=[CH:13][C:12]([C:15]3[C:16]4[CH2:29][CH2:28][NH:27][C:17]=4[N:18]=[C:19]([N:21]4[CH2:26][CH2:25][O:24][CH2:23][CH2:22]4)[N:20]=3)=[CH:11][N:10]=2)=[CH:5][CH:4]=1.Br[C:42]1[CH:47]=[CH:46][C:45]([S:48]([N:51]2[CH2:56][CH2:55][O:54][CH2:53][CH2:52]2)(=[O:50])=[O:49])=[CH:44][CH:43]=1>>[CH3:38][O:37][C:34]1[CH:33]=[CH:32][C:31]([CH2:30][N:8]([CH2:7][C:6]2[CH:5]=[CH:4][C:3]([O:2][CH3:1])=[CH:40][CH:39]=2)[C:9]2[N:10]=[CH:11][C:12]([C:15]3[C:16]4[CH2:29][CH2:28][N:27]([C:42]5[CH:47]=[CH:46][C:45]([S:48]([N:51]6[CH2:52][CH2:53][O:54][CH2:55][CH2:56]6)(=[O:49])=[O:50])=[CH:44][CH:43]=5)[C:17]=4[N:18]=[C:19]([N:21]4[CH2:26][CH2:25][O:24][CH2:23][CH2:22]4)[N:20]=3)=[CH:13][N:14]=2)=[CH:36][CH:35]=1. Procedure: Using bis-(4-methoxy-benzyl)-[5-(2-morpholin-4-yl-6,7-dihydro-5H-pyrrolo[2,3-d]pyrimidin-4-yl)-pyrimidin-2-yl]-amine (44 mg) and 4-(4-bromo-benzenesulfonyl)-morpholine (prepared from 4-bromobenzenesulfonyl chloride, morpholine and pyridine in acetonitrile, 51 mg) instead of 4-bromobenzoic acid methyl ester in Example 1-D-08, in the same manner as Example 1-D-08, a crude product of bis-(4-methoxy-benzyl)-(5-{7-[4-(morpholine-4-sulfonyl)-phenyl]-2-morpholin-4-yl-6,7-dihydro-5H-pyrrolo[2,3-d]pyrimi...